This data is from the Open Reaction Database (ORD), a public repository of structured organic reaction records. The task is: describe an organic reaction: reactants, conditions, products, and yield Starting materials: C(=O)(OC(C)(C)C)OC(=O)OC(C)(C)C (Di-t-butyl dicarbonate), Cl.O[C@@H](CNCCOC1=CC=C(C=C1)CC(=O)O)C1=CC=CC=C1 ((R)-4-[2-(2-hydroxy-2-phenylethylamino)ethoxy]phenylacetic acid hydrochloride). The solvent is C(C)(C)(C)O (t-butanol), [OH-].[Na+] (sodium hydroxide). Run at temperature 20 celsius, time 90 minute. Yields the product C(C)(=O)O[C@@H](CNCCOC1=CC=C(C=C1)CC(=O)O)C1=CC=CC=C1 ((R)-4-[2-(2-Acetoxy-2-phenylethylamino)ethoxy]phenylacetic acid). Isolated yield 639.9%. As a reaction SMILES: C(OC(OC(C)(C)C)=O)([O:3][C:4](C)(C)[CH3:5])=O.Cl.[OH:17][C@H:18]([C:34]1[CH:39]=[CH:38][CH:37]=[CH:36][CH:35]=1)[CH2:19][NH:20][CH2:21][CH2:22][O:23][C:24]1[CH:29]=[CH:28][C:27]([CH2:30][C:31]([OH:33])=[O:32])=[CH:26][CH:25]=1>C(O)(C)(C)C.[OH-].[Na+]>[C:4]([O:17][C@H:18]([C:34]1[CH:39]=[CH:38][CH:37]=[CH:36][CH:35]=1)[CH2:19][NH:20][CH2:21][CH2:22][O:23][C:24]1[CH:29]=[CH:28][C:27]([CH2:30][C:31]([OH:33])=[O:32])=[CH:26][CH:25]=1)(=[O:3])[CH3:5] |f:1.2,4.5|. Reported procedure: Di-t-butyl dicarbonate (1.25 g) in t-butanol (15 ml) was added to a stirred solution of (R)-4-[2-(2-hydroxy-2-phenylethylamino)ethoxy]phenylacetic acid hydrochloride (2.0 g) in 1N aqueous sodium hydroxide (30 ml). The reaction mixture was stirred for 90 minutes at 20° C. The solvent was removed under reduced pressure. Water (20 ml) was added to the residue and the solution was acidified with 2N aqueous citric acid. The product was extracted into 5% methanol in dichloromethane (5×20 ml). The extr... The reactants are [BH4-].[Na+] (Sodium borohydride), N[C@H](C(=O)O)C1CCCC1 ((S)-2-amino-2-cyclopentylacetic acid), [OH-].[Na+] (NaOH), amino acid, C(C1=CC=CC=C1)=O (benzaldehyde). The solvent is O (water). Product: C(C1=CC=CC=C1)N[C@H](C(=O)O)C1CC1 ((S)-2-(benzylamino)-2-cyclopropylacetic acid). Yield: 69.9%. RXN SMILES: [NH2:1][C@@H:2]([CH:6]1[CH2:10][CH2:9]CC1)[C:3]([OH:5])=[O:4].[OH-].[Na+].[CH:13](=O)[C:14]1[CH:19]=[CH:18][CH:17]=[CH:16][CH:15]=1.[BH4-].[Na+]>O>[CH2:13]([NH:1][C@@H:2]([CH:6]1[CH2:10][CH2:9]1)[C:3]([OH:5])=[O:4])[C:14]1[CH:19]=[CH:18][CH:17]=[CH:16][CH:15]=1 |f:1.2,4.5|. Procedure: (S)-2-amino-2-cyclopentylacetic acid (1) (66.0, 0.46 mol, 1.0 eq) was added in portions into 2N NaOH (230 mL, 0.46 mol, 1.0 eq) with stirring. After complete dissolution of the amino acid, benzaldehyde (49.0 g, 0.46 mol, 1.0 eq) was added all at once. The reaction mixture was allowed to stir at room temperature for 1 h. Sodium borohydride (17.5 g, 0.46 mol, 1.0 eq) was added slowly in portions at 0° C., and the reaction mixture was stirred at room temperature for 4 h. Then the reaction mixture w... Starting materials: C(C1=CC=CC=C1)OC1=NC(=NC(=C1)C)S(=O)(=O)C (4-Benzyloxy-6-methyl-2-(methylsulfonyl)pyrimidine), O (water). Yields the product C(C1=CC=CC=C1)OC1=NC(=NC(=C1)C)OC1=CC=CC=C1 (4-benzyloxy-6-methyl-2-(phenoxy)pyrimidine). As a reaction SMILES: [CH2:1]([O:8][C:9]1[CH:14]=[C:13]([CH3:15])[N:12]=[C:11](S(C)(=O)=O)[N:10]=1)[C:2]1[CH:7]=[CH:6][CH:5]=[CH:4][CH:3]=1.[OH2:20]>>[CH2:1]([O:8][C:9]1[CH:14]=[C:13]([CH3:15])[N:12]=[C:11]([O:20][C:2]2[CH:7]=[CH:6][CH:5]=[CH:4][CH:3]=2)[N:10]=1)[C:2]1[CH:7]=[CH:6][CH:5]=[CH:4][CH:3]=1. Reported procedure: 4-Benzyloxy-6-methyl-2-(methylsulfonyl)pyrimidine (Compound II-4) (0.45 g, 0.00162 mol) was added thereto and the resulting solution was allowed to react for about 2 hours at room temperature. The reaction solution was poured into water and extracted with ethyl acetate to separate an organic phase. The obtained organic phase was washed successively with aqueous saturated sodium hydrogen carbonate and aqueous saturated sodium chloride, then dried over anhydrous sodium sulfate and thereafter conce... The reactants are CN(C1=CC=C(C(=O)NC2=CC=C(C(=O)[O-])C=C2)C=C1)C (4-(4-dimethylaminobenzamido)benzoate), NC1=CC2=C(N=C(N2)C2=CC=C(C=C2)N(C)C)C=C1 (5-amino-2-(4-dimethylaminophenyl)benzimidazole). Product: CN(C1=CC=C(C=C1)C1=NC2=C(N1)C=CC(=C2)NC(C2=CC=C(C=C2)NC(C2=CC=C(C=C2)N(C)C)=O)=O)C (N-(2-(4-Dimethylaminophenyl)-1H-benzimidazol-5-yl)-4-(4-dimethylaminobenzamido)benzamide). Reaction SMILES: [CH3:1][N:2]([CH3:21])[C:3]1[CH:20]=[CH:19][C:6]([C:7]([NH:9][C:10]2[CH:18]=[CH:17][C:13]([C:14]([O-:16])=O)=[CH:12][CH:11]=2)=[O:8])=[CH:5][CH:4]=1.[NH2:22][C:23]1[CH:40]=[CH:39][C:26]2[N:27]=[C:28]([C:30]3[CH:35]=[CH:34][C:33]([N:36]([CH3:38])[CH3:37])=[CH:32][CH:31]=3)[NH:29][C:25]=2[CH:24]=1>>[CH3:37][N:36]([CH3:38])[C:33]1[CH:32]=[CH:31][C:30]([C:28]2[NH:27][C:26]3[CH:39]=[CH:40][C:23]([NH:22][C:14](=[O:16])[C:13]4[CH:12]=[CH:11][C:10]([NH:9][C:7](=[O:8])[C:6]5[CH:5]=[CH:4][C:3]([N:2]([CH3:1])[CH3:21])=[CH:20][CH:19]=5)=[CH:18][CH:17]=4)=[CH:24][C:25]=3[N:29]=2)=[CH:35][CH:34]=1. Procedure details: Compound 442 was prepared from 4-(4-dimethylaminobenzamido)benzoate and 5-amino-2-(4-dimethylaminophenyl)benzimidazole by standard conditions. [M+H]+ calcd for C31H30N6O2: 519.24; found: 518.99. The reactants are OO (H2O2), [Ce] (cerium), N[C@@H]([C@H](O)C)C(=O)O (threonine). The solvent is solution. Run at temperature 40 celsius. The product is NC(C(O)C)C(=O)O.[Ce] (DL-Threonine Cerium). Reaction SMILES: OO.[Ce:3].[NH2:4][C@H:5]([C:9]([OH:11])=[O:10])[C@@H:6]([CH3:8])[OH:7]>>[NH2:4][CH:5]([C:9]([OH:11])=[O:10])[CH:6]([CH3:8])[OH:7].[Ce:3] |f:3.4|. Procedure details: Into a 600 ml glass beaker containing a magnetic stir bar was introduced 500 ml of high purity (HP) water. A 2.194 gm quantity of DL-threonine was dissolved in this volume. A 10.0 gm quantity of Ce(NO3)3·6(H2O) was added, thereby forming a molar ratio of L-threonine to cerium ion of 0.8. Then a 10 ml solution containing 2.40 gm of 50% H2O2 (1.5 molar ratio of H2O2 to cerium ion) was added slowly to the cerium and threonine solution mixture. The pH was further adjusted to about 4.3. The reaction ... Reactants: F[B-](F)(F)F, O=C(O)c1cnoc1Cc1ccccc1, CCN(C(C)C)C(C)C, CN(C)C=O, c1ccc(C2CCNC2)cc1, CN(C)C(On1nnc2ccccc21)=[N+](C)C. Yields the product O=C(c1cnoc1Cc1ccccc1)N1CCC(c2ccccc2)C1. RXN SMILES: [B-:16]([F:17])([F:18])([F:19])[F:20].[CH2:1]([c:2]1[cH:3][cH:4][cH:5][cH:6][cH:7]1)[c:8]1[c:9]([C:13](=[O:14])[OH:15])[cH:10][n:11][o:12]1.[CH2:38]([N:39]([CH:40]([CH3:41])[CH3:42])[CH:43]([CH3:44])[CH3:45])[CH3:46].[O:58]=[CH:59][N:60]([CH3:61])[CH3:62].[c:47]1([CH:53]2[CH2:54][NH:55][CH2:56][CH2:57]2)[cH:48][cH:49][cH:50][cH:51][cH:52]1.[n:21]1([O:22][C:23]([N:24]([CH3:25])[CH3:26])=[N+:27]([CH3:28])[CH3:29])[c:30]2[cH:31][cH:32][cH:33][cH:34][c:35]2[n:36][n:37]1>>[CH2:1]([c:2]1[cH:3][cH:4][cH:5][cH:6][cH:7]1)[c:8]1[c:9]([C:13](=[O:15])[N:55]2[CH2:54][CH:53]([c:47]3[cH:48][cH:49][cH:50][cH:51][cH:52]3)[CH2:57][CH2:56]2)[cH:10][n:11][o:12]1.